This data is from the Open Reaction Database (ORD), a public repository of structured organic reaction records. The task is: describe an organic reaction: reactants, conditions, products, and yield The reactants are BrC=1C=CC(=C(C#N)C1)C(=O)N1CCN(CC1)C1=NC=C(C=C1C1CC1)C1CC1 (5-bromo-2-[4-(3,5-dicyclopropylpyridin-2-yl)piperazine-1-carbonyl]benzonitrile), S1(NCCC1)(=O)=O (isothiazolidine 1,1-dioxide). The product is C1(CC1)C=1C(=NC=C(C1)C1CC1)N1CCN(CC1)C(=O)C1=C(C#N)C=C(C=C1)N1S(CCC1)(=O)=O (2-[4-(3,5-dicyclopropylpyridin-2-yl)piperazine-1-carbonyl]-5-(1,1-dioxo-1λ6-isothiazolidin-2-yl)benzonitrile). Yield: 90.2%. As a reaction SMILES: Br[C:2]1[CH:3]=[CH:4][C:5]([C:10]([N:12]2[CH2:17][CH2:16][N:15]([C:18]3[C:23]([CH:24]4[CH2:26][CH2:25]4)=[CH:22][C:21]([CH:27]4[CH2:29][CH2:28]4)=[CH:20][N:19]=3)[CH2:14][CH2:13]2)=[O:11])=[C:6]([CH:9]=1)[C:7]#[N:8].[S:30]1(=[O:36])(=[O:35])[CH2:34][CH2:33][CH2:32][NH:31]1>>[CH:24]1([C:23]2[C:18]([N:15]3[CH2:16][CH2:17][N:12]([C:10]([C:5]4[CH:4]=[CH:3][C:2]([N:31]5[CH2:32][CH2:33][CH2:34][S:30]5(=[O:36])=[O:35])=[CH:9][C:6]=4[C:7]#[N:8])=[O:11])[CH2:13][CH2:14]3)=[N:19][CH:20]=[C:21]([CH:27]3[CH2:29][CH2:28]3)[CH:22]=2)[CH2:26][CH2:25]1. Procedure details: Using 5-bromo-2-[4-(3,5-dicyclopropylpyridin-2-yl)piperazine-1-carbonyl]benzonitrile (451 mg) described in Preparation Example 245 and isothiazolidine 1,1-dioxide (158 mg) and by the reaction and treatment in the same manner as in Example 262, the title compound (443 mg) was obtained. Reactants: C(C)(C)(C)OC(C1=C(C=CC=C1)CNC(=O)[C@H]1N(C[C@@H](C1)F)C(NC1=CN(C2=CC=CC=C12)C(N)=O)=O)=O (2-({[(2S,4R)-1-(1-carbamoyl-1H-indol-3-ylcarbamoyl)-4-fluoro-pyrrolidine-2-carbonyl]-amino}-methyl)-benzoic acid tert-butyl ester), C(=O)(C(F)(F)F)O (TFA). Run in CCOCC (Et2O), C(Cl)Cl (CH2Cl2). Conditions: time 8 hour. The product is C(N)(=O)N1C=C(C2=CC=CC=C12)NC(=O)N1[C@@H](C[C@H](C1)F)C(=O)NCC1=C(C(=O)O)C=CC=C1 (2-({[(2S,4R)-1-(1-Carbamoyl-1H-indol-3-ylcarbamoyl)-4-fluoro-pyrrolidine-2-carbonyl]-amino}-methyl)-benzoic acid). RXN SMILES: C([O:5][C:6](=[O:38])[C:7]1[CH:12]=[CH:11][CH:10]=[CH:9][C:8]=1[CH2:13][NH:14][C:15]([C@@H:17]1[CH2:21][C@@H:20]([F:22])[CH2:19][N:18]1[C:23](=[O:37])[NH:24][C:25]1[C:33]2[C:28](=[CH:29][CH:30]=[CH:31][CH:32]=2)[N:27]([C:34](=[O:36])[NH2:35])[CH:26]=1)=[O:16])(C)(C)C.C(O)(C(F)(F)F)=O>C(Cl)Cl.CCOCC>[C:34]([N:27]1[C:28]2[C:33](=[CH:32][CH:31]=[CH:30][CH:29]=2)[C:25]([NH:24][C:23]([N:18]2[CH2:19][C@H:20]([F:22])[CH2:21][C@H:17]2[C:15]([NH:14][CH2:13][C:8]2[CH:9]=[CH:10][CH:11]=[CH:12][C:7]=2[C:6]([OH:38])=[O:5])=[O:16])=[O:37])=[CH:26]1)(=[O:36])[NH2:35]. Reported procedure: To a solution of 2-({[(2S,4R)-1-(1-carbamoyl-1H-indol-3-ylcarbamoyl)-4-fluoro-pyrrolidine-2-carbonyl]-amino}-methyl)-benzoic acid tert-butyl ester (prepared according to Scheme D1 using 2-aminomethyl-benzoic acid tert-butyl ester) (76 mg, 0.145 mm) in CH2Cl2 (1 mL) was added TFA (168 μl, 2.18 mmol) and the resulting solution was stirred at RT overnight. The crude mixture was concentrated to give a solid which was suspended in Et2O and filtered to give the desired material. MS (LC-MS): 468.1 [M+H... The reactants are [Na] (sodium), CC1=C(C(=O)O)C(=CC=N1)C (2,4-dimethylnicotinic acid), ClC(C)C1=NC=2N(C(N(C)C(C2N1C)=O)=O)C (8-α-chloroethylcaffeine). Solvent: CN(C=O)C (dimethylformamide). The product is CC1=C(C(=O)OC(C)C2=NC=3N(C(N(C)C(C3N2C)=O)=O)C)C(=CC=N1)C (8-[α-(2,4-dimethylnicotinoyloxy)-ethyl]-caffeine). As a reaction SMILES: Cl[CH:2]([C:4]1[N:13]([CH3:14])[C:12]2[C:11](=[O:15])[N:9]([CH3:10])[C:8](=[O:16])[N:7]([CH3:17])[C:6]=2[N:5]=1)[CH3:3].[Na].[CH3:19][C:20]1[N:28]=[CH:27][CH:26]=[C:25]([CH3:29])[C:21]=1[C:22]([OH:24])=[O:23]>CN(C)C=O>[CH3:19][C:20]1[N:28]=[CH:27][CH:26]=[C:25]([CH3:29])[C:21]=1[C:22]([O:24][CH:2]([C:4]1[N:13]([CH3:14])[C:12]2[C:11](=[O:15])[N:9]([CH3:10])[C:8](=[O:16])[N:7]([CH3:17])[C:6]=2[N:5]=1)[CH3:3])=[O:23] |^1:17|. Procedure: 1.54 g of 8-α-chloroethylcaffeine are dissolved in 15 ml of anhydrous dimethylformamide, and 1.75 g of the sodium salt of dry 2,4-dimethylnicotinic acid are then added. The reactants are 10.9, ClC1=CC=C(OCC=2SC(=CN2)C(=O)OCC)C=C1 (ethyl 2-(p-chlorophenoxymethyl)-thiazole-5-carboxylate), CO (methanol), [OH-] (hydroxide). The solvent is O (water). Product: ClC1=CC=C(OCC=2SC(=CN2)C(=O)O)C=C1 (2-(p-chlorophenoxymethyl)-thiazole-5-carboxylic acid). As a reaction SMILES: [Cl:1][C:2]1[CH:19]=[CH:18][C:5]([O:6][CH2:7][C:8]2[S:9][C:10]([C:13]([O:15]CC)=[O:14])=[CH:11][N:12]=2)=[CH:4][CH:3]=1.CO.[OH-]>O>[Cl:1][C:2]1[CH:3]=[CH:4][C:5]([O:6][CH2:7][C:8]2[S:9][C:10]([C:13]([OH:15])=[O:14])=[CH:11][N:12]=2)=[CH:18][CH:19]=1. Procedure: A mixture of 10.9 of ethyl 2-(p-chlorophenoxymethyl)-thiazole-5-carboxylate, 165 ml of methanol, 10 ml of postassium hydroxide and 20 ml of water was refluxed for 30 minutes and was then cooled and extracted with ethyl acetate. The aqueous phase was acidified and 2-(p-chlorophenoxymethyl)-thiazole-5-carboxylic acid was extracted with ethyl acetate and then a mixture of chloroform-methanol. The combined extracts were dried and evaporated to dryness to obtain 7.9 g of a crystalline residue. The re... Reactants: CO (methanol), [N+](=O)([O-])C1=C(C(=O)OC(C)(C)C)C=CC(=C1)\C=C\C1=CC=CC=C1 (tert-butyl 2-nitro-4-((E)-2-phenylvinyl)benzoate). The reagents and catalysts are [C].[Pd] (palladium-carbon). The solvent is C(C)(=O)OCC (ethyl acetate). Conditions: time 2 hour. The product is NC1=C(C(=O)OC(C)(C)C)C=CC(=C1)CCC1=CC=CC=C1 (tert-butyl 2-amino-4-phenethylbenzoate). As a reaction SMILES: CO.[N+:3]([C:6]1[CH:18]=[C:17](/[CH:19]=[CH:20]/[C:21]2[CH:26]=[CH:25][CH:24]=[CH:23][CH:22]=2)[CH:16]=[CH:15][C:7]=1[C:8]([O:10][C:11]([CH3:14])([CH3:13])[CH3:12])=[O:9])([O-])=O>[C].[Pd].C(OCC)(=O)C>[NH2:3][C:6]1[CH:18]=[C:17]([CH2:19][CH2:20][C:21]2[CH:22]=[CH:23][CH:24]=[CH:25][CH:26]=2)[CH:16]=[CH:15][C:7]=1[C:8]([O:10][C:11]([CH3:14])([CH3:13])[CH3:12])=[O:9] |f:2.3|. Reported procedure: 0.74 g of 5% palladium-carbon was added to a mixed solution of 56 mL of methanol and 56 mL of ethyl acetate containing 3.7 g of tert-butyl 2-nitro-4-((E)-2-phenylvinyl)benzoate and stirred under hydrogen atmosphere at room temperature for 2 hours. Insoluble were removed by filtration, and the solvent was evaporated under reduced pressure to obtain 3.4 g of tert-butyl 2-amino-4-phenethylbenzoate as white solid. Starting materials: FC1(C[C@@H](NCC1)C(=O)NC1(CC1)C1=CC=C(C(=O)OC)C=C1)F ((R)-methyl 4-(1-(4,4-difluoropiperidine-2-carboxamido)cyclopropyl)benzoate), FC(C1=CC=C(CBr)C=C1)(F)F (4-(trifluoromethyl)-benzylbromide). Yields the product FC1(C[C@@H](N(CC1)CC1=CC=C(C=C1)C(F)(F)F)C(=O)NC1(CC1)C1=CC=C(C(=O)OC)C=C1)F ((R)-methyl 4-(1-(4,4-difluoro-1-(4-(trifluoromethyl)benzyl)piperidine-2-carboxamido)cyclopropyl)benzoate). RXN SMILES: [F:1][C:2]1([F:24])[CH2:7][CH2:6][NH:5][C@@H:4]([C:8]([NH:10][C:11]2([C:14]3[CH:23]=[CH:22][C:17]([C:18]([O:20][CH3:21])=[O:19])=[CH:16][CH:15]=3)[CH2:13][CH2:12]2)=[O:9])[CH2:3]1.[F:25][C:26]([F:36])([F:35])[C:27]1[CH:34]=[CH:33][C:30]([CH2:31]Br)=[CH:29][CH:28]=1>>[F:24][C:2]1([F:1])[CH2:7][CH2:6][N:5]([CH2:31][C:30]2[CH:29]=[CH:28][C:27]([C:26]([F:25])([F:35])[F:36])=[CH:34][CH:33]=2)[C@@H:4]([C:8]([NH:10][C:11]2([C:14]3[CH:23]=[CH:22][C:17]([C:18]([O:20][CH3:21])=[O:19])=[CH:16][CH:15]=3)[CH2:12][CH2:13]2)=[O:9])[CH2:3]1. Procedure details: The title compound (D136) (30 mg) was prepared according to the general procedure described in Description 135 starting from (R)-methyl 4-(1-(4,4-difluoropiperidine-2-carboxamido)cyclopropyl)benzoate (D98) (47 mg) and 4-(trifluoromethyl)-benzylbromide (0.027 ml). Starting materials: [OH-].[Na+] (NaOH), C(C)OC(C(=O)N(C1=CC=CC=C1)C1=C(C=C(C=C1C)C)C)=O (N-(Mesityl)-oxanilic acid ethyl ester), C(C)OCC (Diethyl ether). The solvent is C1CCOC1 (THF). Conditions: time 2 hour. Product: C1(=C(C(=CC(=C1)C)C)N(C(C(=O)O)=O)C1=CC=CC=C1)C (N-(mesityl)-oxanilic acid). The yield is 98.8%. As a reaction SMILES: C([O:3][C:4](=[O:23])[C:5]([N:7]([C:14]1[C:19]([CH3:20])=[CH:18][C:17]([CH3:21])=[CH:16][C:15]=1[CH3:22])[C:8]1[CH:13]=[CH:12][CH:11]=[CH:10][CH:9]=1)=[O:6])C.[OH-].[Na+].C(OCC)C>C1COCC1>[C:15]1([CH3:22])[CH:16]=[C:17]([CH3:21])[CH:18]=[C:19]([CH3:20])[C:14]=1[N:7]([C:8]1[CH:13]=[CH:12][CH:11]=[CH:10][CH:9]=1)[C:5](=[O:6])[C:4]([OH:23])=[O:3] |f:1.2|. Procedure: N-(Mesityl)-oxanilic acid ethyl ester (1.99 g, 8.5 mmol) was dissolved in THF (50 ml), forming a solution. To this solution was added 1M NaOH solution (40 ml), and the mixture was then stirred for 2 hours. Diethyl ether (25 ml) was then added, and the layers were separated. The organic layer was washed with 1M NaOH solution (40 ml). The aqueous layer was then acidified with 2M HCl until precipitation occurred. The precipitate was then extracted with ethyl acetate (2×50 ml). The ethyl acetate was... Reactants: [BH4-], CO, CC(C)(C)OC(=O)NC1CN(c2ccc([N+](=O)[O-])c(N)n2)CCC1c1cc(F)c(F)cc1F, [Na+], Cl[Ni]Cl, C1CCOC1, O, O, O, O, O, O. The product is CC(C)(C)OC(=O)NC1CN(c2ccc(N)c(N)n2)CCC1c1cc(F)c(F)cc1F. Reaction SMILES: [BH4-:34].[CH3:41][OH:42].[NH2:1][c:2]1[c:3]([N+:31]([O-:32])=[O:33])[cH:4][cH:5][c:6]([N:8]2[CH2:9][CH:10]([NH:23][C:24]([O:25][C:26]([CH3:27])([CH3:28])[CH3:29])=[O:30])[CH:11]([c:14]3[c:15]([F:22])[cH:16][c:17]([F:21])[c:18]([F:20])[cH:19]3)[CH2:12][CH2:13]2)[n:7]1.[Na+:35].[Ni:49]([Cl:50])[Cl:51].[O:36]1[CH2:37][CH2:38][CH2:39][CH2:40]1.[OH2:43].[OH2:44].[OH2:45].[OH2:46].[OH2:47].[OH2:48]>>[NH2:1][c:2]1[c:3]([NH2:31])[cH:4][cH:5][c:6]([N:8]2[CH2:9][CH:10]([NH:23][C:24]([O:25][C:26]([CH3:27])([CH3:28])[CH3:29])=[O:30])[CH:11]([c:14]3[c:15]([F:22])[cH:16][c:17]([F:21])[c:18]([F:20])[cH:19]3)[CH2:12][CH2:13]2)[n:7]1. Procedure details: Hydroxylamine hydrochloride (1.9 g, 27.2 mmol) then sodium carbonate (2.2 g, 20.4 mmol) were added to a stirred solution of 4-nitro-benzonitrile (1 g, 6.8 mmol) in ethanol (20 mL) and water (8 mL). The resulting mixture was refluxed at 85° C. under an atmosphere of nitrogen for 2 hours. The volatiles were then evaporated and the residue was extracted with ethyl acetate. The organics were washed with brine solution, dried over Na2SO4 and evaporated to afford 1.2 g (98%) of N-hydroxy-4-nitro-benza... As a reaction SMILES: Cl.[NH2:2][OH:3].C(=O)([O-])[O-].[Na+].[Na+].[N+:10]([C:13]1[CH:20]=[CH:19][C:16]([C:17]#[N:18])=[CH:15][CH:14]=1)([O-:12])=[O:11]>C(O)C.O>[OH:3][NH:2][C:17](=[NH:18])[C:16]1[CH:15]=[CH:14][C:13]([N+:10]([O-:12])=[O:11])=[CH:20][CH:19]=1 |f:0.1,2.3.4|. The solvent is C(C)O (ethanol), O (water). Starting materials: Cl.NO (Hydroxylamine hydrochloride), C([O-])([O-])=O.[Na+].[Na+] (sodium carbonate), [N+](=O)([O-])C1=CC=C(C#N)C=C1 (4-nitro-benzonitrile). Product: ONC(C1=CC=C(C=C1)[N+](=O)[O-])=N (N-hydroxy-4-nitro-benzamidine). The yield is 97.4%. Run at temperature 85 celsius.